Dataset: the Open Reaction Database (ORD), a public repository of structured organic reaction records. Task: describe an organic reaction: reactants, conditions, products, and yield Reported procedure: A mixture of 2.1 liters of methanolic solution of 760 g of 1-(2,2-dimethoxyethoxy)-4-(2-ethoxyethyl)-2,3-dimethylbenzene and 2.1 liters of aqueous solution of 466 g of hydroxylamine sulfate was heated to 70 C. To the mixture added was 12 N sulfuric acid until the pH became 0.5, and the mixture was stirred vigorously. Since the pH is lowers with the progress of the reaction, an aqueous 12 N sodium hydroxide solution was added dropwise so as to maintain pH at 0.5. The reaction was monitored by HPL... Solvent: aqueous solution. The yield is 93.0%. Product: CC1=C(OCC=NO)C=CC(=C1C)CCOCC (2-[2,3-Dimethyl-4-(2-ethoxyethyl)phenoxy]-acetaldehyde oxime). Starting materials: S(O)(O)(=O)=O (sulfuric acid), [OH-].[Na+] (sodium hydroxide), methanolic solution, COC(COC1=C(C(=C(C=C1)CCOCC)C)C)OC (1-(2,2-dimethoxyethoxy)-4-(2-ethoxyethyl)-2,3-dimethylbenzene), S(=O)(=O)(O)O.NO (hydroxylamine sulfate), [OH-].[Na+] (NaOH). Run at time 10 hour. As a reaction SMILES: CO[CH:3](OC)[CH2:4][O:5][C:6]1[CH:11]=[CH:10][C:9]([CH2:12][CH2:13][O:14][CH2:15][CH3:16])=[C:8]([CH3:17])[C:7]=1[CH3:18].S(O)(O)(=O)=O.[NH2:26][OH:27].S(=O)(=O)(O)O.[OH-].[Na+]>>[CH3:18][C:7]1[C:8]([CH3:17])=[C:9]([CH2:12][CH2:13][O:14][CH2:15][CH3:16])[CH:10]=[CH:11][C:6]=1[O:5][CH2:4][CH:3]=[N:26][OH:27] |f:1.2,4.5|.